From a dataset of the Open Reaction Database (ORD), a public repository of structured organic reaction records. describe an organic reaction: reactants, conditions, products, and yield The reactants are CCCCC(CC)C(=O)[O-], CCOCC, C=CCOC(=O)C1=C2CCCCC2C2C(=CC)C(=O)N12, ClCCl, [Na+], C1CCOC1, c1ccc(P(c2ccccc2)c2ccccc2)cc1, c1ccc(P(c2ccccc2)(c2ccccc2)[Pd](P(c2ccccc2)(c2ccccc2)c2ccccc2)(P(c2ccccc2)(c2ccccc2)c2ccccc2)P(c2ccccc2)(c2ccccc2)c2ccccc2)cc1. The product is CC=C1C(=O)N2C(C(=O)[O-])=C3CCCCC3C12, [Na+]. RXN SMILES: [CH2:40]([CH:41]([CH2:42][CH2:43][CH2:44][CH3:45])[C:46]([O-:47])=[O:48])[CH3:49].[CH3:51][CH2:52][O:53][CH2:54][CH3:55].[CH:1]([CH3:2])=[C:3]1[CH:4]2[CH:5]3[CH2:6][CH2:7][CH2:8][CH2:9][C:10]3=[C:11]([C:15](=[O:16])[O:17][CH2:18][CH:19]=[CH2:20])[N:12]2[C:13]1=[O:14].[Cl:56][CH2:57][Cl:58].[Na+:50].[O:59]1[CH2:60][CH2:61][CH2:62][CH2:63]1.[c:21]1([P:22]([c:23]2[cH:24][cH:25][cH:26][cH:27][cH:28]2)[c:29]2[cH:30][cH:31][cH:32][cH:33][cH:34]2)[cH:35][cH:36][cH:37][cH:38][cH:39]1.[cH:64]1[cH:65][cH:66][c:67]([P:68]([Pd:69]([P:70]([c:71]2[cH:72][cH:73][cH:74][cH:75][cH:76]2)([c:77]2[cH:78][cH:79][cH:80][cH:81][cH:82]2)[c:83]2[cH:84][cH:85][cH:86][cH:87][cH:88]2)([P:89]([c:90]2[cH:91][cH:92][cH:93][cH:94][cH:95]2)([c:96]2[cH:97][cH:98][cH:99][cH:100][cH:101]2)[c:102]2[cH:103][cH:104][cH:105][cH:106][cH:107]2)[P:108]([c:109]2[cH:110][cH:111][cH:112][cH:113][cH:114]2)([c:115]2[cH:116][cH:117][cH:118][cH:119][cH:120]2)[c:121]2[cH:122][cH:123][cH:124][cH:125][cH:126]2)([c:127]2[cH:128][cH:129][cH:130][cH:131][cH:132]2)[c:133]2[cH:134][cH:135][cH:136][cH:137][cH:138]2)[cH:139][cH:140]1>>[CH:1]([CH3:2])=[C:3]1[CH:4]2[CH:5]3[CH2:6][CH2:7][CH2:8][CH2:9][C:10]3=[C:11]([C:15](=[O:16])[O-:17])[N:12]2[C:13]1=[O:14].[Na+:50]. The reactants are C[O-], CO, CC(C)Nc1nc(Cl)c(C#N)c(NC2CC2)n1, [Na+]. Yields the product COc1nc(NC(C)C)nc(NC2CC2)c1C#N. Reaction SMILES: [CH3:1][O-:2].[CH3:21][OH:22].[Cl:4][c:5]1[n:6][c:7]([NH:17][CH:18]([CH3:19])[CH3:20])[n:8][c:9]([NH:13][CH:14]2[CH2:15][CH2:16]2)[c:10]1[C:11]#[N:12].[Na+:3]>>[CH3:1][O:2][c:5]1[n:6][c:7]([NH:17][CH:18]([CH3:19])[CH3:20])[n:8][c:9]([NH:13][CH:14]2[CH2:15][CH2:16]2)[c:10]1[C:11]#[N:12]. Reactants: COC=1C=C(C=C(C1)OC)N (3,5-dimethoxybenzenamine), F[B-](F)(F)F.[H+] (tetrafluoroboric acid), N(=O)[O-].[Na+] (sodium nitrite). Run in O (water). Reaction conditions: time 30 minute. Yields the product FC1=CC(=CC(=C1)OC)OC (1-Fluoro-3,5-dimethoxybenzene). Isolated yield 48.5%. As a reaction SMILES: [CH3:1][O:2][C:3]1[CH:4]=[C:5](N)[CH:6]=[C:7]([O:9][CH3:10])[CH:8]=1.[F:12][B-](F)(F)F.[H+].N([O-])=O.[Na+]>O>[F:12][C:5]1[CH:4]=[C:3]([O:2][CH3:1])[CH:8]=[C:7]([O:9][CH3:10])[CH:6]=1 |f:1.2,3.4|. Procedure: To a mixture of 3,5-dimethoxybenzenamine (6.12 g, 40.0 mmol) and tetrafluoroboric acid (8% solution, 70 mL) was added dropwise a solution of sodium nitrite (2.84 g, 41.2 mmol) in water (10 mL). After stirring at room temperature for 30 min, the reaction mixture was filtered. The solid was collected and washed with water (2×10 mL) and dried under high vacuum. The resulting red solid was suspended in dry hexane (50 mL) and heated to reflux for 2 hr. The mixture was filtered and the filtrate was co... Starting materials: C(C)OC(=O)[C@H]1NC[C@@H]2CC[C@@H](C[C@@H]2C1)CN1C=NC(=C1C)C(=O)OCC ([3S,4aR,6S,8aR]-ethyl-6-((4-ethoxycarbonyl-5-methyl-1H-imidazol-1-yl)methyl)-1,2,3,4,4a,5,6,7,8,8a-decahydroisoquinoline-3-carboxylate), solution, Cl (HCl). Run in C(C)(=O)OCC (ethyl acetate), C(C)OCC (diethyl ether). Yields the product Cl.Cl.C(C)OC(=O)[C@H]1NC[C@@H]2CC[C@@H](C[C@@H]2C1)CN1C=NC(=C1C)C(=O)OCC ([3S,4aR,6S,8aR]-Ethyl-6-((4-ethoxycarbonyl-5-methyl-1H-imidazol-1-yl)methyl)-1,2,3,4,4a,5,6,7,8,8a-decahydroisoquinoline-3-carboxylate dihydrochloride). Reaction SMILES: [CH2:1]([O:3][C:4]([C@@H:6]1[CH2:15][C@@H:14]2[C@@H:9]([CH2:10][CH2:11][C@H:12]([CH2:16][N:17]3[C:21]([CH3:22])=[C:20]([C:23]([O:25][CH2:26][CH3:27])=[O:24])[N:19]=[CH:18]3)[CH2:13]2)[CH2:8][NH:7]1)=[O:5])[CH3:2].[ClH:28]>C(OCC)(=O)C.C(OCC)C>[ClH:28].[ClH:28].[CH2:1]([O:3][C:4]([C@@H:6]1[CH2:15][C@@H:14]2[C@@H:9]([CH2:10][CH2:11][C@H:12]([CH2:16][N:17]3[C:21]([CH3:22])=[C:20]([C:23]([O:25][CH2:26][CH3:27])=[O:24])[N:19]=[CH:18]3)[CH2:13]2)[CH2:8][NH:7]1)=[O:5])[CH3:2] |f:4.5.6|. Procedure: To a solution of 0.325 g of [3S,4aR,6S,8aR]-ethyl-6-((4-ethoxycarbonyl-5-methyl-1H-imidazol-1-yl)methyl)-1,2,3,4,4a,5,6,7,8,8a-decahydroisoquinoline-3-carboxylate in dry ethyl acetate (5 mL) at 20° C. was added 3.4 ml of a 1.0M solution of HCl in diethyl ether. The resulting precipitate was collected through filtration and vacuum dried at 50° C. to yield 0.214 g of the final title compound, [3S,4aR,6S,8aR]-ethyl-6-((4-ethoxycarbonyl-5-methyl-1H-imidazol-1-yl)methyl)-1,2,3,4,4a,5,6,7,8,8a-decahyd... The reactants are [N+](=O)([O-])C=1C=C(C(=O)Cl)C=CC1 (3-nitrobenzoyl chloride), Cl (hydrochloric acid), NCC(=O)O (Glycine), [OH-].[K+] (potassium hydroxide), [Na+].[Cl-] (NaCl). The solvent is C(C)#N (acetonitrile), O (water). Reaction conditions: temperature 0 celsius. Product: [N+](=O)([O-])C=1C=C(C(=O)NCC(=O)O)C=CC1 (3-nitrobenzoyl glycine). Isolated yield 90.0%. RXN SMILES: [NH2:1][CH2:2][C:3]([OH:5])=[O:4].[OH-].[K+].[N+:8]([C:11]1[CH:12]=[C:13]([CH:17]=[CH:18][CH:19]=1)[C:14](Cl)=[O:15])([O-:10])=[O:9].Cl.[Na+].[Cl-]>C(#N)C.O>[N+:8]([C:11]1[CH:12]=[C:13]([CH:17]=[CH:18][CH:19]=1)[C:14]([NH:1][CH2:2][C:3]([OH:5])=[O:4])=[O:15])([O-:10])=[O:9] |f:1.2,5.6|. Procedure: Glycine (20 g, 266 mmol) was added to water (200 mL), followed by potassium hydroxide (20 g, 357 mmol) and cooled to 0° C. in an ice bath. To this solution was added 3-nitrobenzoyl chloride (20 g, 108 mmol) in acetonitrile (20 mL) drop-wise over a 10 minute period. After the reaction was complete (3-4 hours) concentrated hydrochloric acid was added until pH=2 followed by saturated aqueous NaCl (75 mL). The product was filtered, washed with water and air dried (22 g, 90% yield). 1H-NMR (d6 -DMSO)...